From a dataset of the Open Reaction Database (ORD), a public repository of structured organic reaction records. describe an organic reaction: reactants, conditions, products, and yield Reactants: CNC, Cc1ccccc1, CCOCC, [Cl-], [Cl-], [Cl-], [Cl-], [Ti+4], COc1ccc(CC(=O)c2ccc(OC)cc2)cc1. The product is COc1ccc(C=C(c2ccc(OC)cc2)N(C)C)cc1. Reaction SMILES: [CH3:20][NH:21][CH3:22].[CH3:23][c:24]1[cH:25][cH:26][cH:27][cH:28][cH:29]1.[CH3:30][CH2:31][O:32][CH2:33][CH3:34].[Cl-:35].[Cl-:36].[Cl-:37].[Cl-:38].[Ti+4:39].[c:1]1([C:9](=[O:10])[CH2:11][c:12]2[cH:13][cH:14][c:15]([O:16][CH3:17])[cH:18][cH:19]2)[cH:2][cH:3][c:4]([O:5][CH3:6])[cH:7][cH:8]1>>[c:1]1([C:9](=[CH:11][c:12]2[cH:13][cH:14][c:15]([O:16][CH3:17])[cH:18][cH:19]2)[N:21]([CH3:20])[CH3:22])[cH:2][cH:3][c:4]([O:5][CH3:6])[cH:7][cH:8]1.